From a dataset of the Open Reaction Database (ORD), a public repository of structured organic reaction records. describe an organic reaction: reactants, conditions, products, and yield Starting materials: CC1=C(C=CC(=C1)[N+](=O)[O-])/C(=C/C(=O)OCCCC)/C ((E)-n-Butyl 3-(2-methyl-4-nitrophenyl)-2-butenoate), [Cl-].[NH4+] (ammonium chloride), O1CCCC1 (tetrahydrofuran), CO (methanol), ammonium chlorides. The solvent is O (water). Yield: 100.3%. As a reaction SMILES: [CH3:1][C:2]1[CH:7]=[C:6]([N+:8]([O-])=O)[CH:5]=[CH:4][C:3]=1/[C:11](/[CH3:20])=[CH:12]/[C:13]([O:15][CH2:16][CH2:17][CH2:18][CH3:19])=[O:14].[Cl-].[NH4+].O1CCCC1.CO>[Fe].O>[CH3:1][C:2]1[CH:7]=[C:6]([NH2:8])[CH:5]=[CH:4][C:3]=1/[C:11](/[CH3:20])=[CH:12]/[C:13]([O:15][CH2:16][CH2:17][CH2:18][CH3:19])=[O:14] |f:1.2|. Conditions: temperature 60 celsius, time 2 hour. Reagents/catalysts: [Fe] (iron), [Fe] (iron). Reported procedure: Compound 5a (1.05 g), iron powder (1.11 g), and ammonium chloride (0.32 g) were added to a mixed solution of tetrahydrofuran (4 ml), methanol (4 ml), and water (4 ml). The mixture was stirred at 60° C. for 2 hours. The same amount of iron powder and ammonium chlorides were further added thereto, and the obtained mixture was stirred at 70° C. for 1 hour. After the reaction mixture was allowed to cool, and filtered, insoluble substances were filtered through Celite. The filtrate was condensed unde... Product: CC1=C(C=CC(=C1)N)/C(=C/C(=O)OCCCC)/C ((E)-n-Butyl 3-(2-methyl-4-aminophenyl)-2-butenoate). The reactants are O=C(Cn1cccc(OCc2ccccc2)c1=O)NOc1ccccc1, CCO, [H][H]. Product: O=C(Cn1cccc(O)c1=O)NOc1ccccc1. Reaction SMILES: [CH2:1]([c:2]1[cH:3][cH:4][cH:5][cH:6][cH:7]1)[O:8][c:9]1[c:10](=[O:26])[n:11]([CH2:15][C:16]([NH:17][O:18][c:19]2[cH:20][cH:21][cH:22][cH:23][cH:24]2)=[O:25])[cH:12][cH:13][cH:14]1.[CH3:29][CH2:30][OH:31].[H:27][H:28]>>[OH:8][c:9]1[c:10](=[O:26])[n:11]([CH2:15][C:16]([NH:17][O:18][c:19]2[cH:20][cH:21][cH:22][cH:23][cH:24]2)=[O:25])[cH:12][cH:13][cH:14]1. Reactants: ClC=1C=2N(C(=C(C1)C(C)NC1=C3N=CNC3=NC=N1)N1C[C@H](CC1)OC)C=NC2 (N-(1-{8-chloro-5-[(3S)-3-methoxypyrrolidin-1-yl]imidazo[1,5-a]pyridin-6-yl}ethyl)-9H-purin-6-amine), C(Cl)Cl (methylene chloride), B(Br)(Br)Br (boron tribromide), C(Cl)Cl (methylene chloride). Conditions: time 30 minute. The product is ClC=1C=2N(C(=C(C1)C(C)NC1=C3N=CNC3=NC=N1)N1C[C@H](CC1)O)C=NC2 ((3S)-1-{8-Chloro-6-[1-(9H-purin-6-ylamino)ethyl]imidazo[1,5-a]pyridin-5-yl}pyrrolidin-3-ol). Isolated yield 11.5%. As a reaction SMILES: [Cl:1][C:2]1[C:3]2[N:4]([CH:27]=[N:28][CH:29]=2)[C:5]([N:20]2[CH2:24][CH2:23][C@H:22]([O:25]C)[CH2:21]2)=[C:6]([CH:8]([NH:10][C:11]2[N:19]=[CH:18][N:17]=[C:16]3[C:12]=2[N:13]=[CH:14][NH:15]3)[CH3:9])[CH:7]=1.C(Cl)Cl.B(Br)(Br)Br>>[Cl:1][C:2]1[C:3]2[N:4]([CH:27]=[N:28][CH:29]=2)[C:5]([N:20]2[CH2:24][CH2:23][C@H:22]([OH:25])[CH2:21]2)=[C:6]([CH:8]([NH:10][C:11]2[N:19]=[CH:18][N:17]=[C:16]3[C:12]=2[N:13]=[CH:14][NH:15]3)[CH3:9])[CH:7]=1. Procedure details: To a cooled solution of N-(1-{8-chloro-5-[(3S)-3-methoxypyrrolidin-1-yl]imidazo[1,5-a]pyridin-6-yl}ethyl)-9H-purin-6-amine (18.0 mg, 0.0436 mmol) in methylene chloride (1.0 mL, 16 mmol) at −78° C. under an atmosphere of nitrogen was added slowly 1.0 M boron tribromide in methylene chloride (0.47 mL, 0.47 mmol). The mixture was allowed to warm up to room temperature and stirred for 30 minutes. The resultant mixture was quenched with Na2CO3 (aq). The cloudy suspension was filtered and washed with ... Starting materials: COc1ccc2c(c1)CC(=O)NC=C2, CC(=O)O, ClCCl, [H][H], [Pd]. The product is COc1ccc2c(c1)CC(=O)NCC2. RXN SMILES: [CH3:1][O:2][c:3]1[cH:4][cH:5][c:6]2[c:7]([cH:14]1)[CH2:8][C:9](=[O:13])[NH:10][CH:11]=[CH:12]2.[CH3:20][C:21](=[O:22])[OH:23].[Cl:17][CH2:18][Cl:19].[H:15][H:16].[Pd:24]>>[CH3:1][O:2][c:3]1[cH:4][cH:5][c:6]2[c:7]([cH:14]1)[CH2:8][C:9](=[O:13])[NH:10][CH2:11][CH2:12]2. Solvent: C1CCOC1 (THF), O (Water). Reaction conditions: temperature -78 celsius, time 30 minute. Reaction SMILES: Br[C:2]1[CH:3]=[C:4]([C:9]([F:12])([F:11])[F:10])[C:5]([OH:8])=[N:6][CH:7]=1.C([Li])CCC.CCCCCC.[C:24](=[O:26])=[O:25]>C1COCC1.O>[O:8]=[C:5]1[NH:6][CH:7]=[C:2]([C:24]([OH:26])=[O:25])[CH:3]=[C:4]1[C:9]([F:12])([F:11])[F:10]. Yields the product O=C1C(=CC(=CN1)C(=O)O)C(F)(F)F (6-Oxo-5-(trifluoromethyl)-1,6-dihydropyridine-3-carboxylic acid). Procedure details: To a solution of 5-bromo-3-(trifluoromethyl)pyridin-2-ol (0.960 g, 3.97 mmol, Aldrich) in THF (20 mL) at −78° C. under N2 was slowly added n-butyllithium solution, 1.6 M in hexane (5.45 mL, 8.73 mmol). After addition, the mixture was stirred at −78° C. for 30 min. Then, dry ice was added and the mixture was stirred at −78° C. for 30 min and at rt for 30 min. Water (20 mL) was then added slowly, and the mixture was stirred at rt for 15 min. The aqueous phase was collected and acidified (pH=5-6) u... Reactants: BrC=1C=C(C(=NC1)O)C(F)(F)F (5-bromo-3-(trifluoromethyl)pyridin-2-ol), C(=O)=O (dry ice), C(CCC)[Li] (n-butyllithium), CCCCCC (hexane). Reactants: CC(C=O)(CCCC)C (2,2-Dimethyl-n-hexaldehyde), trioxide, ketone, CC(C(C)=O)(CCCC)C (3,3-dimethyl-2-heptanone), C[Mg]Br (methyl magnesium bromide), [Br-].[Mg+2].C#C.[Br-] (acetylene magnesium bromide). The product is CC(C#C)(C(CCCC)(C)C)O (3,4,4-trimethyl-1-octyn-3-ol). RXN SMILES: [CH3:1][C:2](C)(CCCC)C=O.[CH3:10][C:11]([CH3:19])([CH2:15][CH2:16][CH2:17][CH3:18])[C:12](=[O:14])[CH3:13].C[Mg]Br.[Br-].[Mg+2].C#C.[Br-]>>[CH3:13][C:12]([OH:14])([C:11]([CH3:19])([CH3:10])[CH2:15][CH2:16][CH2:17][CH3:18])[C:1]#[CH:2] |f:3.4.5.6|. Reported procedure: The acetylenic alcohol intermediates are produced by reaction of the appropriate carbonyl compounds with an organometallic acetylene reagent, e.g. acetylene magnesium bromide. Typically, 2,2-dimethyl-n-hexaldehyde is contacted with acetylene magnesium bromide and the adduct hydrolyzed to afford 4,4-dimethyl-1-octyn-3-ol. The acetylenic alcohols in which the alcohol group is tertiary are obtained from the appropriate ketones. 2,2-Dimethyl-n-hexaldehyde, for example, is converted to 3,3-dimethyl-2... Reactants: CC1N(CCC1)C1=CC=CC(=N1)NC=1C=2N(N=C(C1)C1=CC=C(C(=O)OC)C=C1)C=CN2 (methyl 4-(8-(6-(2-methylpyrrolidin-1-yl)pyridin-2-ylamino)imidazo[1,2-b]pyridazin-6-yl)benzoate), [OH-].[Na+] (NaOH). The solvent is O1CCOCC1 (dioxane), O (water). Reaction conditions: temperature 40 celsius, time 4 hour. Yields the product CC1N(CCC1)C1=CC=CC(=N1)NC=1C=2N(N=C(C1)C1=CC=C(C(=O)O)C=C1)C=CN2 (4-(8-(6-(2-methylpyrrolidin-1-yl)pyridin-2-ylamino)imidazo[1,2-b]pyridazin-6-yl)benzoic acid). Isolated yield 87.5%. As a reaction SMILES: [CH3:1][CH:2]1[CH2:6][CH2:5][CH2:4][N:3]1[C:7]1[N:12]=[C:11]([NH:13][C:14]2[C:15]3[N:16]([CH:30]=[CH:31][N:32]=3)[N:17]=[C:18]([C:20]3[CH:29]=[CH:28][C:23]([C:24]([O:26]C)=[O:25])=[CH:22][CH:21]=3)[CH:19]=2)[CH:10]=[CH:9][CH:8]=1.[OH-].[Na+]>O1CCOCC1.O>[CH3:1][CH:2]1[CH2:6][CH2:5][CH2:4][N:3]1[C:7]1[N:12]=[C:11]([NH:13][C:14]2[C:15]3[N:16]([CH:30]=[CH:31][N:32]=3)[N:17]=[C:18]([C:20]3[CH:29]=[CH:28][C:23]([C:24]([OH:26])=[O:25])=[CH:22][CH:21]=3)[CH:19]=2)[CH:10]=[CH:9][CH:8]=1 |f:1.2|. Reported procedure: To a solution of methyl 4-(8-(6-(2-methylpyrrolidin-1-yl)pyridin-2-ylamino)imidazo[1,2-b]pyridazin-6-yl)benzoate (220 mg, 0.51 mmol) in dioxane (10 mL) and water (9 mL) was added NaOH (200 mg, 5 mmol), then the mixture was heated to 40° C. with stirring for 4 h. The solution was concentrated to approximately 10 mL in vacuo and washed with dichloromethane (10 mL×3). Water (10 mL) was added and the solution was adjusted to pH=4 by the addition of concentrated HCl. The solid formed was filtered to ... The reactants are CC1CCCCC1N, CN1CCCC1=O, CCOC(C)=O, CCN(C(C)C)C(C)C, Fc1cnc2[nH]ccc2c1Cl, Cl, [Na+], O=C([O-])O. The product is CC1CCCCC1Nc1c(F)cnc2[nH]ccc12. As a reaction SMILES: [CH3:13][CH:14]1[CH:15]([NH2:20])[CH2:16][CH2:17][CH2:18][CH2:19]1.[CH3:30][N:31]1[CH2:32][CH2:33][CH2:34][C:35]1=[O:36].[CH3:37][CH2:38][O:39][C:40]([CH3:41])=[O:42].[CH:21]([N:22]([CH2:23][CH3:24])[CH:25]([CH3:26])[CH3:27])([CH3:28])[CH3:29].[Cl:1][c:2]1[c:3]2[c:4]([n:5][cH:6][c:7]1[F:8])[nH:9][cH:10][cH:11]2.[ClH:12].[Na+:43].[OH:44][C:45](=[O:46])[O-:47]>>[c:2]1([NH:20][CH:15]2[CH:14]([CH3:13])[CH2:19][CH2:18][CH2:17][CH2:16]2)[c:3]2[c:4]([n:5][cH:6][c:7]1[F:8])[nH:9][cH:10][cH:11]2.